This data is from the Open Reaction Database (ORD), a public repository of structured organic reaction records. The task is: describe an organic reaction: reactants, conditions, products, and yield Starting materials: C(C)(C)(C)OC(N[C@@H](C)C(NC1=C(C=C(C=C1)F)NC=1C=NC=CC1)=O)=O ({(S)-1-[4-fluoro-2-(pyridin-3-ylamino)phenylcarbamoyl]ethyl}carbamic acid tert-butyl ester), CC(=O)O (AcOH), C(C)(C)(C)OC(N[C@@H](C)C(NC1=C(C=C(C=C1)F)NC=1C=NC=CC1)=O)=O ({(S)-1-[4-fluoro-2-(pyridin-3-ylamino)phenylcarbamoyl]ethyl}carbamic acid tert-butyl ester), CC(=O)O (AcOH). Conditions: temperature 100 celsius. The product is FC=1C=CC2=C(N(C(=N2)[C@H](C)NC(C)=O)C=2C=NC=CC2)C1 (N—[(S)-1-(6-Fluoro-1-pyridin-3-yl-1H-benzoimidazol-2-yl)ethyl]acetamide). Yield: 57.0%. RXN SMILES: C([O:5][C:6](=O)[NH:7][C@H:8]([C:10](=O)[NH:11][C:12]1[CH:17]=[CH:16][C:15]([F:18])=[CH:14][C:13]=1[NH:19][C:20]1[CH:21]=[N:22][CH:23]=[CH:24][CH:25]=1)[CH3:9])(C)(C)C.[CH3:28]C(O)=O>>[F:18][C:15]1[CH:16]=[CH:17][C:12]2[N:11]=[C:10]([C@@H:8]([NH:7][C:6](=[O:5])[CH3:28])[CH3:9])[N:19]([C:20]3[CH:21]=[N:22][CH:23]=[CH:24][CH:25]=3)[C:13]=2[CH:14]=1. Procedure details: A solution of {(S)-1-[4-fluoro-2-(pyridin-3-ylamino)phenylcarbamoyl]ethyl}carbamic acid tert-butyl ester (47 mg, 0.126 mmol) in AcOH (1 mL) was heated at 100° C. for 28 h in a sealed tube. In a separate vial, {(S)-1-[4-fluoro-2-(pyridin-3-ylamino)phenylcarbamoyl]ethyl}carbamic acid tert-butyl ester (228 mg, 0.61 mmol) was dissolved in AcOH (2 mL) and heated at 100° C. for 17 h. After cooling to RT, the two reaction mixtures were combined and the volatiles were removed in vacuo. The resulting res... Solvent: C(C)O (ethanol). The product is FC1=C(COC=2C=C(C=CC2)C(CCC(=O)O)=O)C(=CC=C1)C (4-(3-(2-Fluoro-6-methylbenzyloxy)phenyl)-4-oxobutyric acid). Reaction SMILES: [F:1][C:2]1[CH:24]=[CH:23][CH:22]=[C:21]([CH3:25])[C:3]=1[CH2:4][O:5][C:6]1[CH:7]=[C:8]([C:12](=[O:20])[CH2:13][CH2:14][C:15]([O:17]CC)=[O:16])[CH:9]=[CH:10][CH:11]=1.[OH-].[Na+].Cl>C(O)C>[F:1][C:2]1[CH:24]=[CH:23][CH:22]=[C:21]([CH3:25])[C:3]=1[CH2:4][O:5][C:6]1[CH:7]=[C:8]([C:12](=[O:20])[CH2:13][CH2:14][C:15]([OH:17])=[O:16])[CH:9]=[CH:10][CH:11]=1 |f:1.2|. The reactants are FC1=C(COC=2C=C(C=CC2)C(CCC(=O)OCC)=O)C(=CC=C1)C (Ethyl 4-(3-(2-Fluoro-6-methylbenzyloxy)phenyl)-4-oxobutyrate), [OH-].[Na+] (NaOH), Cl (HCl). Reported procedure: To a solution of Ethyl 4-(3-(2-Fluoro-6-methylbenzyloxy)phenyl)-4-oxobutyrate (Step D, 8.56 g, 24.9 mmol) in abs ethanol (100 ml) was added 1N NaOH (40 ml) at room temperature. The reaction mixture was stirred for 3 hours, acidified with 1M HCl and concentrated. The residue was taken in chloroform and washed with 0.1 M HCl, brine, dried over Na2SO4, filtered and concentrated. The purification was done by flash chromatography on silica gel column (chloroform:methanol 95:5 spiked with acetic acid)... Run at time 3 hour.